From a dataset of the Open Reaction Database (ORD), a public repository of structured organic reaction records. describe an organic reaction: reactants, conditions, products, and yield The reactants are C1CCOC1, CC(C)O, CC(C)COC(=O)CCc1cn(CC(C)C)c2c(-c3noc(-c4ccc(OC(C)C)c(Cl)c4)n3)cccc12, Cl, [Na+], [OH-], O. Product: CC(C)Cn1cc(CCC(=O)O)c2cccc(-c3noc(-c4ccc(OC(C)C)c(Cl)c4)n3)c21. RXN SMILES: [CH2:42]1[O:43][CH2:44][CH2:45][CH2:46]1.[CH:47]([OH:48])([CH3:49])[CH3:50].[Cl:3][c:4]1[cH:5][c:6](-[c:14]2[n:15][c:16](-[c:19]3[cH:20][cH:21][cH:22][c:23]4[c:24]([CH2:32][CH2:33][C:34](=[O:35])[O:36][CH2:37][CH:38]([CH3:39])[CH3:40])[cH:25][n:26]([CH2:28][CH:29]([CH3:30])[CH3:31])[c:27]34)[n:17][o:18]2)[cH:7][cH:8][c:9]1[O:10][CH:11]([CH3:12])[CH3:13].[ClH:41].[Na+:2].[OH-:1].[OH2:51]>>[Cl:3][c:4]1[cH:5][c:6](-[c:14]2[n:15][c:16](-[c:19]3[cH:20][cH:21][cH:22][c:23]4[c:24]([CH2:32][CH2:33][C:34](=[O:35])[OH:36])[cH:25][n:26]([CH2:28][CH:29]([CH3:30])[CH3:31])[c:27]34)[n:17][o:18]2)[cH:7][cH:8][c:9]1[O:10][CH:11]([CH3:12])[CH3:13]. Starting materials: O\N=C(\C)/N ((Z)—N′-hydroxyacetimidamide), C(C)(C)(C)OC(=O)N1C[C@H]([C@H](C1)C)NC=1C=2N(N=CC1C(N)=O)C=C(C2)C(=O)O (4-(((3S,4S)-1-(tert-butoxycarbonyl)-4-methylpyrrolidin-3-yl)amino)-3-carbamoylpyrrolo[1,2-b]pyridazine-6-carboxylic acid), C(CCl)Cl (EDC), ON1N=NC2=C1C=CC=C2 (1-hydroxybenzotriazole). Solvent: CN(C)C=O (DMF). Run at time 30 minute. The product is C(N)(=O)C1=C(C=2N(N=C1)C=C(C2)C2=NC(=NO2)C)N[C@@H]2CN(C[C@@H]2C)C(=O)OC(C)(C)C ((3S,4S)-tert-butyl 3-((3-carbamoyl-6-(3-methyl-1,2,4-oxadiazol-5-yl)pyrrolo[1,2-b]pyridazin-4-yl)amino)-4-methylpyrrolidine-1-carboxylate). Yield: 37.0%. Reaction SMILES: [C:1]([O:5][C:6]([N:8]1[CH2:12][C@H:11]([CH3:13])[C@H:10]([NH:14][C:15]2[C:16]3[N:17]([CH:24]=[C:25]([C:27](O)=[O:28])[CH:26]=3)[N:18]=[CH:19][C:20]=2[C:21](=[O:23])[NH2:22])[CH2:9]1)=[O:7])([CH3:4])([CH3:3])[CH3:2].C(Cl)CCl.ON1C2C=CC=CC=2N=N1.O/[N:45]=[C:46](\[NH2:48])/[CH3:47]>CN(C=O)C>[C:21]([C:20]1[CH:19]=[N:18][N:17]2[CH:24]=[C:25]([C:27]3[O:28][N:48]=[C:46]([CH3:47])[N:45]=3)[CH:26]=[C:16]2[C:15]=1[NH:14][C@H:10]1[C@@H:11]([CH3:13])[CH2:12][N:8]([C:6]([O:5][C:1]([CH3:3])([CH3:4])[CH3:2])=[O:7])[CH2:9]1)(=[O:23])[NH2:22]. Procedure details: A mixture of 4-(((3S,4S)-1-(tert-butoxycarbonyl)-4-methylpyrrolidin-3-yl)amino)-3-carbamoylpyrrolo[1,2-b]pyridazine-6-carboxylic acid (120 mg, 0.297 mmol), EDC (68.4 mg, 0.357 mmol) and 1-hydroxybenzotriazole (54.7 mg, 0.357 mmol) in DMF (2 mL) was stirred at rt for 30 minutes. (Z)—N′-hydroxyacetimidamide (48.5 mg, 0.654 mmol) was added and the reaction mixture was stirred for 30 min at rt and 3 hr at 125° C. for 5 hr. After cooling to rt, The reaction mixture was partitioned between EtOAc (30 m... Starting materials: [OH-].[Na+] (sodium hydroxide), C(C)(CCCCCCCCCCCCCCCC)C1=C(O)C=CC(=C1)O (2-sec-octadecylhydroquinone), CC(=O)C (acetone), S(=O)(=O)(OC)OC (dimethyl sulfate). Yields the product COC1=C(C=C(OC)C=C1)C(C)CCCCCCCCCCCCCCCC (2-sec-octadecylhydroquinone dimethyl ether). RXN SMILES: [CH:1]([C:19]1[CH:25]=[C:24](O)[CH:23]=[CH:22][C:20]=1[OH:21])([CH2:3][CH2:4][CH2:5][CH2:6][CH2:7][CH2:8][CH2:9][CH2:10][CH2:11][CH2:12][CH2:13][CH2:14][CH2:15][CH2:16][CH2:17][CH3:18])[CH3:2].[OH-].[Na+].S([O:34][CH3:35])(OC)(=O)=O.[CH3:36]C(C)=O>>[CH3:36][O:21][C:20]1[CH:22]=[CH:23][C:24]([O:34][CH3:35])=[CH:25][C:19]=1[CH:1]([CH2:3][CH2:4][CH2:5][CH2:6][CH2:7][CH2:8][CH2:9][CH2:10][CH2:11][CH2:12][CH2:13][CH2:14][CH2:15][CH2:16][CH2:17][CH3:18])[CH3:2] |f:1.2|. Procedure: Alternatively, the above 2-sec-octadecylhydroquinone dimethyl ether was also obtained by the etherification of 2-sec-octadecylhydroquinone. Thus, 5.0 g of 2-sec-octadecylhydroquinone were dissolved in 50 ml of acetone and 1.2 g sodium hydroxide were added. After the dropwise addition of 3.8 g of dimethyl sulfate at room temperature, the reaction mixture was refluxed for 2 hours. The solvent was distilled off under reduced pressure and the residue was extracted with ether. After being washed with... Starting materials: COC=1C=C2C=C(C(=C(C2=CC1)O)C1=CC=CC=C1)C (6-Methoxy-3-methyl-2-phenyl-1-naphthol), ice water, [H-].[Na+] (NaH), FC1=CC=C(C=O)C=C1 (4-fluorobenzaldehyde). Run in CN(C)C=O (DMF), CN(C)C=O (DMF), CN(C)C=O (DMF). Reaction conditions: temperature 70 celsius. Product: CC=1C(=C(C2=CC=C(C=C2C1)OC)OC1=CC=C(C=O)C=C1)C1=CC=CC=C1 (4-{[3-Methyl-6-(methyloxy)-2-phenyl-1-naphthalenyl]oxy}benzaldehyde). The yield is 40.8%. RXN SMILES: [CH3:1][O:2][C:3]1[CH:4]=[C:5]2[C:10](=[CH:11][CH:12]=1)[C:9]([OH:13])=[C:8]([C:14]1[CH:19]=[CH:18][CH:17]=[CH:16][CH:15]=1)[C:7]([CH3:20])=[CH:6]2.[H-].[Na+].F[C:24]1[CH:31]=[CH:30][C:27]([CH:28]=[O:29])=[CH:26][CH:25]=1>CN(C=O)C>[CH3:20][C:7]1[C:8]([C:14]2[CH:15]=[CH:16][CH:17]=[CH:18][CH:19]=2)=[C:9]([O:13][C:24]2[CH:31]=[CH:30][C:27]([CH:28]=[O:29])=[CH:26][CH:25]=2)[C:10]2[C:5]([CH:6]=1)=[CH:4][C:3]([O:2][CH3:1])=[CH:12][CH:11]=2 |f:1.2|. Procedure: A solution of crude 3-methyl-6-(methyloxy)-2-phenyl-1-naphthalenol (7) (1.83 g) in DMF (8 mL) was slowly added dropwise to an ice-water cooled suspension of NaH (60% dispersion in oil) (0.179 g, 4.48 mmol) in DMF (8 mL) with stirring under N2. The ice-water bath was removed and the reaction mixture was allowed to stir at RT for 10 min. To the reaction mixture was added a solution of 4-fluorobenzaldehyde (0.9 mL, 1.04 g, 8.39 mmol) in DMF (3 mL). The reaction mixture was heated at 70° C. for 18 h... Starting materials: CCN, CCCP(=O)(O)O, Cn1ncc(C(=O)O)c1C(=O)Nc1ccn2nc(-c3ccccc3)nc2c1, CCOC(C)=O, CCN(C(C)C)C(C)C, [Cl-], Cl, [Li+], C1CCOC1. The product is CCNC(=O)c1cnn(C)c1C(=O)Nc1ccn2nc(-c3ccccc3)nc2c1. RXN SMILES: [CH2:31]([CH3:32])[NH2:33].[CH2:43]([P:44]([OH:45])([OH:46])=[O:47])[CH2:48][CH3:49].[CH3:1][n:2]1[n:3][cH:4][c:5]([C:25](=[O:26])[OH:27])[c:6]1[C:7]([NH:8][c:9]1[cH:10][c:11]2[n:12]([cH:13][cH:14]1)[n:15][c:16](-[c:18]1[cH:19][cH:20][cH:21][cH:22][cH:23]1)[n:17]2)=[O:24].[CH3:55][CH2:56][O:57][C:58](=[O:59])[CH3:60].[CH:34]([N:35]([CH:36]([CH3:37])[CH3:38])[CH2:39][CH3:40])([CH3:41])[CH3:42].[Cl-:29].[ClH:30].[Li+:28].[O:50]1[CH2:51][CH2:52][CH2:53][CH2:54]1>>[CH3:1][n:2]1[n:3][cH:4][c:5]([C:25](=[O:27])[NH:33][CH2:31][CH3:32])[c:6]1[C:7]([NH:8][c:9]1[cH:10][c:11]2[n:12]([cH:13][cH:14]1)[n:15][c:16](-[c:18]1[cH:19][cH:20][cH:21][cH:22][cH:23]1)[n:17]2)=[O:24]. Starting materials: Brc1cncc(Br)c1, CCO, [Na], CN(C)C=O, O. The product is CCOc1cncc(Br)c1. Reaction SMILES: [Br:5][c:6]1[cH:7][n:8][cH:9][c:10]([Br:11])[cH:12]1.[CH3:2][CH2:3][OH:4].[Na:1].[O:13]=[CH:14][N:15]([CH3:16])[CH3:17].[OH2:18]>>[CH3:2][CH2:3][O:4][c:6]1[cH:7][n:8][cH:9][c:10]([Br:11])[cH:12]1. Starting materials: CC(=O)OCc1c(Br)cc(F)cc1N1CCn2c(cc3c2CCCC3)C1=O, O=C([O-])[O-], CN1CCN(c2ccc(Nc3cc(B4OC(C)(C)C(C)(C)O4)cn(C)c3=O)nc2)CC1, COCCOC, [Na+], [Na+], c1ccc(P(c2ccccc2)(c2ccccc2)[Pd](P(c2ccccc2)(c2ccccc2)c2ccccc2)(P(c2ccccc2)(c2ccccc2)c2ccccc2)P(c2ccccc2)(c2ccccc2)c2ccccc2)cc1. The product is CC(=O)OCc1c(-c2cc(Nc3ccc(N4CCN(C)CC4)cn3)c(=O)n(C)c2)cc(F)cc1N1CCn2c(cc3c2CCCC3)C1=O. RXN SMILES: [C:32]([CH3:33])(=[O:34])[O:35][CH2:36][c:37]1[c:38]([Br:58])[cH:39][c:40]([F:57])[cH:41][c:42]1[N:43]1[C:44](=[O:56])[c:45]2[n:46]([c:47]3[c:52]([cH:53]2)[CH2:51][CH2:50][CH2:49][CH2:48]3)[CH2:54][CH2:55]1.[C:59](=[O:60])([O-:61])[O-:62].[CH3:1][n:2]1[c:3](=[O:31])[c:4]([NH:17][c:18]2[n:19][cH:20][c:21]([N:24]3[CH2:25][CH2:26][N:27]([CH3:30])[CH2:28][CH2:29]3)[cH:22][cH:23]2)[cH:5][c:6]([B:8]2[O:9][C:10]([CH3:11])([CH3:12])[C:13]([CH3:14])([CH3:15])[O:16]2)[cH:7]1.[CH3:65][O:66][CH2:67][CH2:68][O:69][CH3:70].[Na+:63].[Na+:64].[cH:71]1[cH:72][cH:73][c:74]([P:75]([Pd:76]([P:77]([c:78]2[cH:79][cH:80][cH:81][cH:82][cH:83]2)([c:84]2[cH:85][cH:86][cH:87][cH:88][cH:89]2)[c:90]2[cH:91][cH:92][cH:93][cH:94][cH:95]2)([P:96]([c:97]2[cH:98][cH:99][cH:100][cH:101][cH:102]2)([c:103]2[cH:104][cH:105][cH:106][cH:107][cH:108]2)[c:109]2[cH:110][cH:111][cH:112][cH:113][cH:114]2)[P:115]([c:116]2[cH:117][cH:118][cH:119][cH:120][cH:121]2)([c:122]2[cH:123][cH:124][cH:125][cH:126][cH:127]2)[c:128]2[cH:129][cH:130][cH:131][cH:132][cH:133]2)([c:134]2[cH:135][cH:136][cH:137][cH:138][cH:139]2)[c:140]2[cH:141][cH:142][cH:143][cH:144][cH:145]2)[cH:146][cH:147]1>>[CH3:1][n:2]1[c:3](=[O:31])[c:4]([NH:17][c:18]2[n:19][cH:20][c:21]([N:24]3[CH2:25][CH2:26][N:27]([CH3:30])[CH2:28][CH2:29]3)[cH:22][cH:23]2)[cH:5][c:6](-[c:38]2[c:37]([CH2:36][O:35][C:32]([CH3:33])=[O:34])[c:42]([N:43]3[C:44](=[O:56])[c:45]4[n:46]([c:47]5[c:52]([cH:53]4)[CH2:51][CH2:50][CH2:49][CH2:48]5)[CH2:54][CH2:55]3)[cH:41][c:40]([F:57])[cH:39]2)[cH:7]1.